This data is from the Open Reaction Database (ORD), a public repository of structured organic reaction records. The task is: describe an organic reaction: reactants, conditions, products, and yield The reactants are N1(CCCC1)CCCOC1=CC=C(C=C1)C1(CCCCC1)CN1CCNCC1 (1-({1-[4-(3-pyrrolidin-1-ylpropoxy)phenyl]cyclohexyl}methyl) piperazine), C(C)(=O)OC(C)=O (acetic anhydride). Yields the product C(C)(=O)N1CCN(CC1)CC1(CCCCC1)C1=CC=C(C=C1)OCCCN1CCCC1 (1-acetyl-4-({1-[4-(3-pyrrolidin-1-ylpropoxy)phenyl]cyclohexyl}methyl)piperazine). Yield: 73.0%. RXN SMILES: [N:1]1([CH2:6][CH2:7][CH2:8][O:9][C:10]2[CH:15]=[CH:14][C:13]([C:16]3([CH2:22][N:23]4[CH2:28][CH2:27][NH:26][CH2:25][CH2:24]4)[CH2:21][CH2:20][CH2:19][CH2:18][CH2:17]3)=[CH:12][CH:11]=2)[CH2:5][CH2:4][CH2:3][CH2:2]1.[C:29](OC(=O)C)(=[O:31])[CH3:30]>>[C:29]([N:26]1[CH2:25][CH2:24][N:23]([CH2:22][C:16]2([C:13]3[CH:12]=[CH:11][C:10]([O:9][CH2:8][CH2:7][CH2:6][N:1]4[CH2:5][CH2:4][CH2:3][CH2:2]4)=[CH:15][CH:14]=3)[CH2:21][CH2:20][CH2:19][CH2:18][CH2:17]2)[CH2:28][CH2:27]1)(=[O:31])[CH3:30]. Reported procedure: The title compound (73 mg, 73%) was prepared using 1-({1-[4-(3-pyrrolidin-1-ylpropoxy)phenyl]cyclohexyl}methyl) piperazine and acetic anhydride similarly to the procedure used for example 166. 1H NMR (400 MHz, CDCl3) δ 1.31-1.34 (m, 3H), 1.48-1.53 (m, 5H), 1.82-1.85 (m, 4H), 1.99 (s, 3H), 2.02-2.07 (m, 4H), 2.13-2.17 (m, 4H), 2.28 (s, 2H), 2.58-2.64 (m, 4H), 2.70 (t, 2H), 3.20 (t, 2H), 3.41-3.43 (m, 2H), 4.01 (t, 2H), 6.83 (d, 2H), 7.25 (d, 2H). HRMS ESI+ m/z 428.3264 [MH]+. The reactants are OC1(CC(CCC1)C)CNC(=O)C=1C=2C=CC(=NC2C=CC1Cl)Cl (2,6-dichloro-quinoline-5-carboxylic acid (1-hydroxy-3methyl-cyclohexylmethyl)-amide), CCN(C(C)C)C(C)C (DIPEA), F[C@H]1CNCC1 ((R)-3-fluoropyrrolidine). Yields the product OC1(CC(CCC1)C)CNC(=O)C=1C=2C=CC(=NC2C=CC1Cl)N1C[C@H](CC1)F (6-Chloro-2-(3-(S)-fluoropyrrolidin-1-yl)-quinoline-5-carboxylic acid (1-hydroxy-3-methyl-cyclohexylmethyl)-amide). RXN SMILES: [OH:1][C:2]1([CH2:9][NH:10][C:11]([C:13]2[C:14]3[CH:15]=[CH:16][C:17](Cl)=[N:18][C:19]=3[CH:20]=[CH:21][C:22]=2[Cl:23])=[O:12])[CH2:7][CH2:6][CH2:5][CH:4]([CH3:8])[CH2:3]1.CCN(C(C)C)C(C)C.[F:34][C@@H:35]1[CH2:39][CH2:38][NH:37][CH2:36]1>>[OH:1][C:2]1([CH2:9][NH:10][C:11]([C:13]2[C:14]3[CH:15]=[CH:16][C:17]([N:37]4[CH2:38][CH2:39][C@H:35]([F:34])[CH2:36]4)=[N:18][C:19]=3[CH:20]=[CH:21][C:22]=2[Cl:23])=[O:12])[CH2:7][CH2:6][CH2:5][CH:4]([CH3:8])[CH2:3]1. Procedure details: The title compound was synthesized according to the procedure described in example 1 using 2,6-dichloro-quinoline-5-carboxylic acid (1-hydroxy-3methyl-cyclohexylmethyl)-amide, DIPEA and (R)-3-fluoropyrrolidine. 1H NMR (400 MHz, DMSO-d6) δ ppm 8.75 (1H), 7.85 (m, 1H), 7.58 (2H), 7.05 (1H), 5.43-5.56 (1H), 4.16 (s, 1H), 3.89 (m, 2H), 3.70 (m, 1H), 3.55 (m, 1H), 3.26 (m, 2H), 2.44 (m, 2H), 2.06 (m, 2H), 1.85 (m, 2H), 1.74-1.76 (m, 5H), 1.27-1.32 (m, 1H), 0.83 (d, 3H). m/z: 420 [M+H] Reactants: C([O-])([O-])=O.[K+].[K+] (potassium carbonate), C(C)OC=1C=C(C=CC1OCC)C=1SC=C(N1)C1=C(C=C(C=C1)O)O (2-(3,4-diethoxyphenyl)-4-(2,4-dihydroxyphenyl)thiazole), C(=O)=O (dry ice). Solvent: CC(=O)C (acetone). Run at temperature -78 celsius, time 18 hour. Yields the product C(C)OC=1C=C(C=CC1OCC)C=1SC=C(N1)C1=CC(=C(C=C1O)O)C(=O)O (2-(3,4-diethoxyphenyl)-4-(3-carboxy-4,6-dihydroxyphenyl)thiazole). The yield is 14.3%. RXN SMILES: [C:1](=[O:4])([O-])[O-:2].[K+].[K+].[CH2:7]([O:9][C:10]1[CH:11]=[C:12]([C:19]2[S:20][CH:21]=[C:22]([C:24]3[CH:29]=[CH:28][C:27]([OH:30])=[CH:26][C:25]=3[OH:31])[N:23]=2)[CH:13]=[CH:14][C:15]=1[O:16][CH2:17][CH3:18])[CH3:8].C(=O)=O>CC(C)=O>[CH2:7]([O:9][C:10]1[CH:11]=[C:12]([C:19]2[S:20][CH:21]=[C:22]([C:24]3[C:25]([OH:31])=[CH:26][C:27]([OH:30])=[C:28]([C:1]([OH:2])=[O:4])[CH:29]=3)[N:23]=2)[CH:13]=[CH:14][C:15]=1[O:16][CH2:17][CH3:18])[CH3:8] |f:0.1.2|. Procedure: 2 g of potassium carbonate was added to a solution of 1.5 g of 2-(3,4-diethoxyphenyl)-4-(2,4-dihydroxyphenyl)thiazole in 40 ml of acetone. Thereto was added 40 g of dry ice under cooling at -78° C. The mixture was sealed in a tube and stirred at 150° C. for 18 hours. The solvent was distilled off. The residue was made weakly acidic with 100 ml of ethyl acetate and 10% hydrochloric acid, and extraction and phase separation was conducted. The organic layer was washed with 30 ml of a saturated aque... The reactants are C(C)(=O)NCC(=O)C=1OC=CC1 (N-acetyl-(2-furylcarbonyl)methylamine), [H-].[Na+] (sodium hydride), BrCC(=O)OCC (ethyl bromoacetate). The product is C(C)(=O)NC(CC(=O)OCC)C(=O)C=1OC=CC1 (ethyl 3-acetylamino-3-(2-furylcarbonyl)propionate). Isolated yield 40.6%. RXN SMILES: [C:1]([NH:4][CH2:5][C:6]([C:8]1[O:9][CH:10]=[CH:11][CH:12]=1)=[O:7])(=[O:3])[CH3:2].[H-].[Na+].Br[CH2:16][C:17]([O:19][CH2:20][CH3:21])=[O:18]>>[C:1]([NH:4][CH:5]([C:6]([C:8]1[O:9][CH:10]=[CH:11][CH:12]=1)=[O:7])[CH2:16][C:17]([O:19][CH2:20][CH3:21])=[O:18])(=[O:3])[CH3:2] |f:1.2|. Procedure: 2.6 g of N-acetyl-(2-furylcarbonyl)methylamine, 0.74 g of 61% sodium hydride and 2.9 g of ethyl bromoacetate are treated in the same manner as described in Preparation 1-(2). 1.6 g of ethyl 3-acetylamino-3-(2-furylcarbonyl)propionate are thereby obtained. Yield: 41%